From a dataset of the Open Reaction Database (ORD), a public repository of structured organic reaction records. describe an organic reaction: reactants, conditions, products, and yield Starting materials: N[C@@H](CC1=CNC=N1)C(=O)O (L-histidine), OP(=O)(O)F (monofluorophosphoric acid), O (water). The solvent is CO.C(C)O (methanol ethanol). Yields the product P(=O)(O)(O)F.N[C@@H](CC1=CNC=N1)C(=O)O (L-histidine monofluorophosphate). As a reaction SMILES: [NH2:1][C@H:2]([C:9]([OH:11])=[O:10])[CH2:3][C:4]1[N:8]=[CH:7][NH:6][CH:5]=1.[OH:12][P:13]([F:16])([OH:15])=[O:14].O>CO.C(O)C>[P:13]([F:16])([OH:15])([OH:14])=[O:12].[NH2:1][C@H:2]([C:9]([OH:11])=[O:10])[CH2:3][C:4]1[N:8]=[CH:7][NH:6][CH:5]=1 |f:3.4,5.6|. Procedure: L-histidine monofluorophosphate was prepared by combining 31 gm. of free-base L-histidine with 20 gm. of monofluorophosphoric acid in about 75 ml. of water. A clear syrup resulted. The syrup was poured into 750 ml. of a methanol-ethanol mixture. The precipitate (L-histidine monofluorophosphate) was collected and vacuum dried in a desiccator. Starting materials: [Li]CCCC.CCCCC (n-BuLi pentane), 2,2-(cyclopentadienyl)(indenyl)propane, CCOCC (ether), [Cl-].[Cl-].[Cl-].[Cl-].[Zr+4] (ZrCl4). Run at temperature -20 celsius, time 6 hour. Product: [Cl-].[Cl-].C(C)(C)=[Zr+2](C1C=CC2=CC=CC=C12)C1C=CC=C1 (isopropylidene(cyclopentadienyl)(indenyl) zirconium dichloride). Yield: 78.0%. RXN SMILES: [Li][CH2:2][CH2:3][CH2:4][CH3:5].[CH3:6][CH2:7][CH2:8][CH2:9][CH3:10].[Cl-:11].[Cl-].[Cl-].[Cl-].[Zr+4:15].CCO[CH2:19][CH3:20]>>[Cl-:11].[Cl-:11].[C:7](=[Zr+2:15]([CH:20]1[CH:19]=[CH:4][CH:3]=[CH:2]1)[CH:2]1[C:10]2[C:5](=[CH:6][CH:7]=[CH:8][CH:9]=2)[CH:4]=[CH:3]1)([CH3:8])[CH3:6] |f:0.1,2.3.4.5.6,8.9.10|. Reported procedure: 4.45 g (20 mmol) of 2,2-(cyclopentadienyl)(indenyl)propane was dissolved in 100 ml of ether, cooled up to -20° C., and treated by 22 ml of 2.0M n-BuLi/pentane. The resulting suspension was allowed to warm to room temperature, then cooled to -40° C., and treated with 12.06 g (50 mmol) of Et2SnCl. Organic layer was separated, evaporated, and mixed with 50 ml of toluene. 4.66 g (20 mmol) of ZrCl4 was added, and the mixture was stirred for 6 hours under 80° C. Toluene was removed, the crude product ... Reactants: O.[OH-].[Li+] (lithium hydroxide monohydrate), O1C(CCCC1)OCCC1=CC(=NO1)C(=O)OCC (Ethyl 5-(2-(tetrahydro-2H-pyran-2-yloxy)ethyl)isoxazole-3-carboxylate), O.[OH-].[Li+] (lithium hydroxide monohydrate). The solvent is C1CCOC1 (THF). Run at time 2 hour. Yields the product O1C(CCCC1)OCCC1=CC(=NO1)C(=O)O (5-(2-((tetrahydro-2H-pyran-2-yl)oxy)ethyl)isoxazole-3-carboxylic acid). Reaction SMILES: [O:1]1[CH2:6][CH2:5][CH2:4][CH2:3][CH:2]1[O:7][CH2:8][CH2:9][C:10]1[O:14][N:13]=[C:12]([C:15]([O:17]CC)=[O:16])[CH:11]=1.O.[OH-].[Li+]>C1COCC1>[O:1]1[CH2:6][CH2:5][CH2:4][CH2:3][CH:2]1[O:7][CH2:8][CH2:9][C:10]1[O:14][N:13]=[C:12]([C:15]([OH:17])=[O:16])[CH:11]=1 |f:1.2.3|. Procedure details: Ethyl 5-(2-(tetrahydro-2H-pyran-2-yloxy)ethyl)isoxazole-3-carboxylate (1.77 g, 6.57 mmol) was dissolved in THF (20 ml). 1M lithium hydroxide monohydrate (6.57 ml) was added and the resulting mixture stirred at RT for 2 h. During the same day more of 1M lithium hydroxide monohydrate (19.71 ml in total) was added and the reaction mixture was stirred overnight. THF was evaporated, water was added and the pH was adjusted to 4 with citric acid solution. The mixture was extracted four times with ethyl... Starting materials: CCN(CC1CCN(C(=O)OC(C)(C)C)CC1)C1CCc2ccc(N)cc2C1, O=C([O-])[O-], CS(=O)(=O)c1ccc(C(=O)Cl)cc1, CCOC(C)=O, [K+], [K+]. Product: CCN(CC1CCN(C(=O)OC(C)(C)C)CC1)C1CCc2ccc(NC(=O)c3ccc(S(C)(=O)=O)cc3)cc2C1. RXN SMILES: [C:1]([CH3:2])([CH3:3])([CH3:4])[O:5][C:6](=[O:7])[N:8]1[CH2:9][CH2:10][CH:11]([CH2:14][N:15]([CH2:16][CH3:17])[CH:18]2[CH2:19][c:20]3[cH:21][c:22]([NH2:28])[cH:23][cH:24][c:25]3[CH2:26][CH2:27]2)[CH2:12][CH2:13]1.[C:48](=[O:49])([O-:50])[O-:51].[CH3:29][S:30](=[O:31])(=[O:32])[c:33]1[cH:34][cH:35][c:36]([C:37](=[O:38])[Cl:39])[cH:40][cH:41]1.[CH3:42][CH2:43][O:44][C:45]([CH3:46])=[O:47].[K+:52].[K+:53]>>[C:1]([CH3:2])([CH3:3])([CH3:4])[O:5][C:6](=[O:7])[N:8]1[CH2:9][CH2:10][CH:11]([CH2:14][N:15]([CH2:16][CH3:17])[CH:18]2[CH2:19][c:20]3[cH:21][c:22]([NH:28][C:37]([c:36]4[cH:35][cH:34][c:33]([S:30]([CH3:29])(=[O:31])=[O:32])[cH:41][cH:40]4)=[O:38])[cH:23][cH:24][c:25]3[CH2:26][CH2:27]2)[CH2:12][CH2:13]1. Reactants: Cc1ccc2[nH]c3c(c2c1)CN(c1ccccc1)CC3, C=Cc1ccc(C)nc1, CN1CCCC1=O, [K+], [OH-]. Product: Cc1ccc2c(c1)c1c(n2CCc2ccc(C)nc2)CCN(c2ccccc2)C1. Reaction SMILES: [CH3:1][c:2]1[cH:3][c:4]2[c:5]3[c:6]([nH:7][c:8]2[cH:9][cH:10]1)[CH2:11][CH2:12][N:13]([c:15]1[cH:16][cH:17][cH:18][cH:19][cH:20]1)[CH2:14]3.[CH3:21][c:22]1[n:23][cH:24][c:25]([CH:28]=[CH2:29])[cH:26][cH:27]1.[CH3:32][N:33]1[CH2:34][CH2:35][CH2:36][C:37]1=[O:38].[K+:31].[OH-:30]>>[CH3:1][c:2]1[cH:3][c:4]2[c:5]3[c:6]([n:7]([CH2:29][CH2:28][c:25]4[cH:24][n:23][c:22]([CH3:21])[cH:27][cH:26]4)[c:8]2[cH:9][cH:10]1)[CH2:11][CH2:12][N:13]([c:15]1[cH:16][cH:17][cH:18][cH:19][cH:20]1)[CH2:14]3. The reactants are C(C)OP(=O)(OCC)CCCCON1C=2N=C(NC(C2N=C1)=O)N (9-[4-(Diethoxyphosphoryl)butoxy]guanine), Br[Si](C)(C)C (bromotrimethylsilane). Solvent: CN(C=O)C (dimethylformamide). Run at temperature 23 celsius, time 3 hour. Product: P(=O)(O)(O)CCCCON1C=2N=C(NC(C2N=C1)=O)N (9-(4-Phosphonobutoxy)guanine). Yield: 65.0%. As a reaction SMILES: C([O:3][P:4]([CH2:9][CH2:10][CH2:11][CH2:12][O:13][N:14]1[CH:22]=[N:21][C:20]2[C:19](=[O:23])[NH:18][C:17]([NH2:24])=[N:16][C:15]1=2)([O:6]CC)=[O:5])C.Br[Si](C)(C)C>CN(C)C=O>[P:4]([CH2:9][CH2:10][CH2:11][CH2:12][O:13][N:14]1[CH:22]=[N:21][C:20]2[C:19](=[O:23])[NH:18][C:17]([NH2:24])=[N:16][C:15]1=2)([OH:5])([OH:6])=[O:3]. Reported procedure: 9-[4-(Diethoxyphosphoryl)butoxy]guanine (0.12 g, 0.33 mmol) and bromotrimethylsilane (0.43 ml, 3.3 mmol) were dissolved in dimethylformamide (5 ml) and the reaction mixture was stirred at 23° C. for 3 hr. The solvent was evaporated under vacuum and the residue dissolved in methanol:water solution (9:1). The pH of the resulting solution was adjusted to 7.0 with diluted aq. ammonia and the solvents were evaporated to dryness. The product was purified by reversed phase chromatography (eluted with w... Starting materials: C1(NC(C2C3C4C(C(C12)CC3)C4)=O)=O (hexahydro-4,6-ethanocycloprop[f]isoindole-1,3-(2H,3aH)-dione), ClC=1C(=NC=CN1)N1CCNCC1 (1-(3-chloro-2-pyrazinyl)piperazine), hydrochloride salt. Product: Cl.ClC=1C(=NC=CN1)N1CCN(CC1)CCCCN1C(C2C3C4C(C(C2C1=O)CC3)C4)=O (2-[4-[4-(3-Chloro-2-pyrazinyl)-1-piperazinyl]butyl]hexahydro-4,6-ethanocycloprop[f]isoindole-1,3(2H,3aH)-dione, hydrochloride). Reaction SMILES: [C:1]1(=[O:14])[CH:9]2[CH:4]([CH:5]3[CH2:11][CH2:10][CH:8]2[CH:7]2[CH2:12][CH:6]32)[C:3](=[O:13])[NH:2]1.[Cl:15][C:16]1[C:17]([N:22]2[CH2:27][CH2:26][NH:25][CH2:24][CH2:23]2)=[N:18][CH:19]=[CH:20][N:21]=1>>[ClH:15].[Cl:15][C:16]1[C:17]([N:22]2[CH2:23][CH2:24][N:25]([CH2:3][CH2:4][CH2:5][CH2:6][N:2]3[C:3](=[O:13])[CH:4]4[CH:9]([CH:8]5[CH2:10][CH2:11][CH:5]4[CH:6]4[CH2:12][CH:7]54)[C:1]3=[O:14])[CH2:26][CH2:27]2)=[N:18][CH:19]=[CH:20][N:21]=1 |f:2.3|. Procedure: The title compound is prepared following the procedure of Example 1, using hexahydro-4,6-ethanocycloprop[f]isoindole-1,3-(2H,3aH)-dione instead of hexahydro-4,7-ethenocycloprop[f]isoindole-1,3(2H,3aH)-dione and 1-(3-chloro-2-pyrazinyl)piperazine instead of 1-(6-chloro-2-pyrazinyl)piperazine hydrochloride and is converted to the hydrochloride salt; m.p. 245°-246° C. Reactants: CC1(c2ccccc2)OC(=O)C(=O)CC1=O, [Na+], [OH-]. The product is CC1(c2ccccc2)OC(C(=O)O)=CC1=O. As a reaction SMILES: [CH3:1][C:2]1([c:11]2[cH:12][cH:13][cH:14][cH:15][cH:16]2)[C:3](=[O:10])[CH2:4][C:5](=[O:9])[C:6](=[O:8])[O:7]1.[Na+:18].[OH-:17]>>[CH3:1][C:2]1([c:11]2[cH:12][cH:13][cH:14][cH:15][cH:16]2)[C:3](=[O:10])[CH:4]=[C:5]([C:6]([OH:7])=[O:8])[O:9]1. Starting materials: CCOC(=O)c1cnc2c(C)cc(Br)cc2c1O, CCO, [Na+], [OH-]. The product is Cc1cc(Br)cc2c(O)c(C(=O)O)cnc12. RXN SMILES: [Br:1][c:2]1[cH:3][c:4]2[c:5]([OH:18])[c:6]([C:13](=[O:14])[O:15][CH2:16][CH3:17])[cH:7][n:8][c:9]2[c:10]([CH3:12])[cH:11]1.[CH3:21][CH2:22][OH:23].[Na+:20].[OH-:19]>>[Br:1][c:2]1[cH:3][c:4]2[c:5]([OH:18])[c:6]([C:13](=[O:14])[OH:15])[cH:7][n:8][c:9]2[c:10]([CH3:12])[cH:11]1. As a reaction SMILES: [C:1]1([C:7]2[C:16]([NH:17][C@H:18]([C:20]3[CH:25]=[CH:24][CH:23]=[CH:22][CH:21]=3)[CH3:19])=[N:15][C:14]3[C:9](=[CH:10][CH:11]=[C:12]([C:26]([O:28]C)=[O:27])[CH:13]=3)[N:8]=2)[CH:6]=[CH:5][CH:4]=[CH:3][CH:2]=1.[H-].[Na+].[CH3:32]I.Cl>C1COCC1>[CH3:32][N:17]([C@H:18]([C:20]1[CH:25]=[CH:24][CH:23]=[CH:22][CH:21]=1)[CH3:19])[C:16]1[C:7]([C:1]2[CH:2]=[CH:3][CH:4]=[CH:5][CH:6]=2)=[N:8][C:9]2[C:14]([N:15]=1)=[CH:13][C:12]([C:26]([OH:28])=[O:27])=[CH:11][CH:10]=2 |f:1.2|. Starting materials: C1(=CC=CC=C1)C1=NC2=CC=C(C=C2N=C1N[C@@H](C)C1=CC=CC=C1)C(=O)OC ((S)-methyl 2-phenyl-3-(1-phenylethylamino)quinoxaline-6-carboxylate), Cl (hydrogen chloride), [H-].[Na+] (sodium hydride), CI (CH3I). Run in C1CCOC1 (THF). Run at time 1 hour. The product is CN(C=1C(=NC2=CC=C(C=C2N1)C(=O)O)C1=CC=CC=C1)[C@@H](C)C1=CC=CC=C1 ((S)-3-(methyl(1-phenylethyl)amino)-2-phenylquinoxaline-6-carboxylic acid). Procedure details: Into a 50-mL round-bottom flask purged and maintained with an inert atmosphere of nitrogen, was placed a solution of (S)-methyl 2-phenyl-3-(1-phenylethylamino)quinoxaline-6-carboxylate (110 mg, 0.29 mmol, 1.00 equiv) in THF (9 mL), sodium hydride (137.9 mg, 5.74 mmol, 20.00 equiv, 60%). The resulting solution was stirred for 1 h at room temperature in an ice/salt bath. This was followed by the addition of a solution of CH3I (407.8 mg, 2.87 mmol, 10.00 equiv) THF (1 mL) dropwise with stiffing at ...